From a dataset of the Open Reaction Database (ORD), a public repository of structured organic reaction records. describe an organic reaction: reactants, conditions, products, and yield Starting materials: CC(C)(C)OC(=O)N1CCCC(C(=O)O)C1, C(=NC1CCCCC1)=NC1CCCCC1, ClCCl, Nc1ccccc1. Product: CC(C)(C)OC(=O)N1CCCC(C(=O)Nc2ccccc2)C1. Reaction SMILES: [C:1](=[O:2])([O:3][C:4]([CH3:5])([CH3:6])[CH3:7])[N:8]1[CH2:9][CH:10]([C:11](=[O:12])[OH:13])[CH2:14][CH2:15][CH2:16]1.[CH:24]1([N:25]=[C:26]=[N:27][CH:28]2[CH2:29][CH2:30][CH2:31][CH2:32][CH2:33]2)[CH2:34][CH2:35][CH2:36][CH2:37][CH2:38]1.[Cl:39][CH2:40][Cl:41].[NH2:17][c:18]1[cH:19][cH:20][cH:21][cH:22][cH:23]1>>[C:1](=[O:2])([O:3][C:4]([CH3:5])([CH3:6])[CH3:7])[N:8]1[CH2:9][CH:10]([C:11](=[O:13])[NH:17][c:18]2[cH:19][cH:20][cH:21][cH:22][cH:23]2)[CH2:14][CH2:15][CH2:16]1. The reactants are C1(=CC=CC=C1)[C@H]1[C@H](N2[C@@H](CCC[C@H]2C#N)O1)C ((2S,3R,5S,8aR)-2-phenyl-3-methyl-5-cyanooxazolidino[3,2-a]piperidine), [H-].C(C(C)C)[Al+]CC(C)C (diisobutylaluminum hydride). Yields the product NC1OC(C(N2C1CCCC2)C)C2=CC=CC=C2 (1-amino-3-phenyl-4-methylocta hydropyrido[2,1-c][1,4]oxazine). Reaction SMILES: [C:1]1([C@@H:7]2[O:17][C@@H:10]3[CH2:11][CH2:12][CH2:13][C@@H:14]([C:15]#[N:16])[N:9]3[C@@H:8]2[CH3:18])[CH:6]=[CH:5][CH:4]=[CH:3][CH:2]=1.[H-].C([Al+]CC(C)C)C(C)C>>[NH2:16][CH:15]1[CH:14]2[CH2:13][CH2:12][CH2:11][CH2:10][N:9]2[CH:8]([CH3:18])[CH:7]([C:1]2[CH:6]=[CH:5][CH:4]=[CH:3][CH:2]=2)[O:17]1 |f:1.2|. Reported procedure: This compound is prepared from (2S,3R,5S,8aR)-2-phenyl-3-methyl-5-cyanooxazolidino[3,2-a]piperidine by reduction with diisobutylaluminum hydride as in stage III of Example 1. The reactants are CCCCCCCCOc1ccc(-c2ncc(OCC)cn2)cc1, CC(=O)O, [Na+], [OH-], O, OCCOCCO. Product: CCCCCCCCOc1ccc(-c2ncc(O)cn2)cc1. Reaction SMILES: [CH2:3]([CH3:4])[O:5][c:6]1[cH:7][n:8][c:9](-[c:12]2[cH:13][cH:14][c:15]([O:18][CH2:19][CH2:20][CH2:21][CH2:22][CH2:23][CH2:24][CH2:25][CH3:26])[cH:16][cH:17]2)[n:10][cH:11]1.[CH3:28][C:29](=[O:30])[OH:31].[Na+:2].[OH-:1].[OH2:27].[OH:32][CH2:33][CH2:34][O:35][CH2:36][CH2:37][OH:38]>>[OH:5][c:6]1[cH:7][n:8][c:9](-[c:12]2[cH:13][cH:14][c:15]([O:18][CH2:19][CH2:20][CH2:21][CH2:22][CH2:23][CH2:24][CH2:25][CH3:26])[cH:16][cH:17]2)[n:10][cH:11]1.